From a dataset of the Open Reaction Database (ORD), a public repository of structured organic reaction records. describe an organic reaction: reactants, conditions, products, and yield Starting materials: FC=1N(C=C(N1)CCNC(=O)NC)C(C1=CC=CC=C1)(C1=CC=CC=C1)C1=CC=CC=C1 (1-[2-(2-fluoro-1-triphenylmethylimidazol-4-yl)ethyl]-3-methylurea). Product: N1=CC(=CC=C1)N=C=O (3-pyridylisocyanate), FC=1N(C=C(N1)CCNC(=O)NC=1C=NC=CC1)C(C1=CC=CC=C1)(C1=CC=CC=C1)C1=CC=CC=C1 (1-[2-(2-fluoro-1-triphenylmethylimidazol-4-yl)ethyl]-3-(pyrid-3-yl)urea). The solvent is C(Cl)Cl (CH2Cl2). Procedure details: Using the same procedure as for the starting material of Example 36, except that CH2Cl2 was used as solvent, and 3-pyridylisocyanate in place of methyl isocyanate, there was obtained 1-[2-(2-fluoro-1-triphenylmethylimidazol-4-yl)ethyl]-3-(pyrid-3-yl)urea, having the following n.m.r. spectrum in d6DMSO: 2.5 (t, 2H); 3.28 (t, 2H); 6.33 (s, 1H); 7.0-7.5 (m, 16H); 7.83 (d, 1H); 8.17 (s, 1H); 8.6 (s, 1H). Reaction SMILES: [F:1][C:2]1[N:3]([C:14]([C:27]2[CH:32]=[CH:31][CH:30]=[CH:29][CH:28]=2)([C:21]2[CH:26]=[CH:25][CH:24]=[CH:23][CH:22]=2)[C:15]2[CH:20]=[CH:19][CH:18]=[CH:17][CH:16]=2)[CH:4]=[C:5]([CH2:7][CH2:8][NH:9][C:10]([NH:12][CH3:13])=[O:11])[N:6]=1>C(Cl)Cl>[N:3]1[CH:4]=[CH:5][CH:7]=[C:8]([N:9]=[C:10]=[O:11])[CH:14]=1.[F:1][C:2]1[N:3]([C:14]([C:27]2[CH:32]=[CH:31][CH:30]=[CH:29][CH:28]=2)([C:21]2[CH:22]=[CH:23][CH:24]=[CH:25][CH:26]=2)[C:15]2[CH:20]=[CH:19][CH:18]=[CH:17][CH:16]=2)[CH:4]=[C:5]([CH2:7][CH2:8][NH:9][C:10]([NH:12][C:13]2[CH:2]=[N:3][CH:4]=[CH:5][CH:7]=2)=[O:11])[N:6]=1. Reactants: C(C=CC1=CC=CC=C1)(=O)Cl (cinnamoyl chloride), C(C)(C)(C)C1=C(C(=CC(=C1)N)C(C)(C)C)O (2,6-di tert.butyl-4 -aminophenol), C([O-])([O-])=O.[Na+].[Na+] (sodium carbonate). Solvent: C1=CC=CC=C1 (benzene). Conditions: time 30 minute. Product: C(C)(C)(C)C=1C=C(C=C(C1O)C(C)(C)C)NC(C=CC1=CC=CC=C1)=O (N-(3,5-di tert.butyl-4-hydroxyphenyl)cinnamamide). Reaction SMILES: [C:1](Cl)(=[O:10])[CH:2]=[CH:3][C:4]1[CH:9]=[CH:8][CH:7]=[CH:6][CH:5]=1.[C:12]([C:16]1[CH:21]=[C:20]([NH2:22])[CH:19]=[C:18]([C:23]([CH3:26])([CH3:25])[CH3:24])[C:17]=1[OH:27])([CH3:15])([CH3:14])[CH3:13].C(=O)([O-])[O-].[Na+].[Na+]>C1C=CC=CC=1>[C:23]([C:18]1[CH:19]=[C:20]([NH:22][C:1](=[O:10])[CH:2]=[CH:3][C:4]2[CH:9]=[CH:8][CH:7]=[CH:6][CH:5]=2)[CH:21]=[C:16]([C:12]([CH3:15])([CH3:14])[CH3:13])[C:17]=1[OH:27])([CH3:26])([CH3:25])[CH3:24] |f:2.3.4|. Procedure: N-(3,5-di tert.butyl-4-hydroxyphenyl)cinnamamide was prepared by adding a solution of 18.2 grams of cinnamoyl chloride in 50 milliliters of benzene to a solution of 2,6-di tert.butyl-4 -aminophenol prepared as described in Example 2 to which had been added 6 grams of sodium carbonate. The addition was accomplished in 30 minutes at 24° C. to 37° C. The mixture was stirred for 1 hour. The solid product was filtered, washed thoroughly with 2% hydrochloric acid, and dried. The yield was 17 grams of ... The reactants are ClC=1C=2N(C=C(C1)C(=O)OC(C)(C)C)C(=NN2)C2=CC=CC=C2 (tert-butyl 8-chloro-3-phenyl[1,2,4]triazolo[4,3-a]pyridine-6-carboxylate), [Br-].CC=1C=CC(=NC1)[Zn+] (5-methyl-2-pyridylzinc bromide). Reagents/catalysts: CC(C)([P](C(C)(C)C)([Pd][P](C(C)(C)C)(C(C)(C)C)C(C)(C)C)C(C)(C)C)C (bis(tri-tert-butylphosphine)palladium(0)). The solvent is O1CCOCC1 (dioxane). Run at temperature 75 celsius. Product: CC=1C=CC(=NC1)C=1C=2N(C=C(C1)C(=O)OC(C)(C)C)C(=NN2)C2=CC=CC=C2 (tert-butyl 8-(5-methylpyridin-2-yl)-3-phenyl[1,2,4]triazolo[4,3-a]pyridine-6-carboxylate). The yield is 26.6%. As a reaction SMILES: Cl[C:2]1[C:3]2[N:4]([C:15]([C:18]3[CH:23]=[CH:22][CH:21]=[CH:20][CH:19]=3)=[N:16][N:17]=2)[CH:5]=[C:6]([C:8]([O:10][C:11]([CH3:14])([CH3:13])[CH3:12])=[O:9])[CH:7]=1.[Br-].[CH3:25][C:26]1[CH:27]=[CH:28][C:29]([Zn+])=[N:30][CH:31]=1>O1CCOCC1.CC(C)([P](C(C)(C)C)([Pd][P](C(C)(C)C)(C(C)(C)C)C(C)(C)C)C(C)(C)C)C>[CH3:25][C:26]1[CH:27]=[CH:28][C:29]([C:2]2[C:3]3[N:4]([C:15]([C:18]4[CH:23]=[CH:22][CH:21]=[CH:20][CH:19]=4)=[N:16][N:17]=3)[CH:5]=[C:6]([C:8]([O:10][C:11]([CH3:14])([CH3:13])[CH3:12])=[O:9])[CH:7]=2)=[N:30][CH:31]=1 |f:1.2,^1:41,47|. Procedure: To a degassed solution of tert-butyl 8-chloro-3-phenyl[1,2,4]triazolo[4,3-a]pyridine-6-carboxylate (0.22 g, 0.67 mmol) and bis(tri-tert-butylphosphine)palladium(0) (17.1 mg, 33 μmol) in dioxane (2 mL) was added 5-methyl-2-pyridylzinc bromide (0.5 M in THF; 4.0 mL, 2.0 mmol). The mixture was heated 75° C. After 181, the mixture was cooled to ambient temperature and concentrated. Saturated aqueous sodium bicarbonate was added and the mixture was extracted with dichloromethane (3×). The combined or... Reported procedure: 3H-Imidazo[4,5-c]pyridine-2-thiol (1.51 g, 10.0 mmol) is suspended into 80 mL of tetrahydrofuran under argon. Then, 0.72 g (15.0 mmol) of sodium hydride is added. The reaction mixture is stirred at room temperature until gas evolution has ceased. 5-Nitro-2-furaldehyde (1.41 g, 10.0 mmol) is then added and the reaction mixture is stirred at room temperature for 16 h, upon which it is poured on ice and extracted 3 times with ethyl acetate. The organic extracts are combined and filtered. The filtra... Reactants: N1=C(NC=2C=NC=CC21)S (3H-Imidazo[4,5-c]pyridine-2-thiol), [H-].[Na+] (sodium hydride), [N+](=O)([O-])C1=CC=C(O1)C=O (5-Nitro-2-furaldehyde). The yield is 11.0%. Solvent: O1CCCC1 (tetrahydrofuran). Reaction SMILES: [N:1]1[C:9]2[CH:8]=[CH:7][N:6]=[CH:5][C:4]=2[NH:3][C:2]=1[SH:10].[H-].[Na+].[N+]([C:16]1[O:20][C:19]([CH:21]=[O:22])=[CH:18][CH:17]=1)([O-])=O>O1CCCC1>[N:1]1[C:9]2[CH:8]=[CH:7][N:6]=[CH:5][C:4]=2[NH:3][C:2]=1[S:10][C:16]1[O:20][C:19]([CH:21]=[O:22])=[CH:18][CH:17]=1 |f:1.2|. The product is N1=C(NC=2C=NC=CC21)SC2=CC=C(O2)C=O (5-(3H-imidazo[4,5-c]pyridin-2-ylsulfanyl)-furan-2-carbaldehyde). Starting materials: C(C)OC(=O)N1[C@H](C[C@H](C2=CC(=CC(=C12)[N+](=O)[O-])Cl)N(C(=O)OC)CC1=CC(=CC(=C1)C(F)(F)F)C(F)(F)F)C (cis-4-[(3,5-Bis-trifluoromethyl-benzyl)-methoxycarbonyl-amino]-6-chloro-2-methyl-8-nitro-3,4-dihydro-2H-quinoline-1-carboxylic Acid Ethyl Ester). Reagents/catalysts: [Pd] (palladium on carbon). The solvent is C(C)O (ethanol). Conditions: time 15 minute. The product is C(C)OC(=O)N1[C@H](C[C@H](C2=CC(=CC(=C12)N)Cl)N(C(=O)OC)CC1=CC(=CC(=C1)C(F)(F)F)C(F)(F)F)C (cis-8-amino-4-[(3,5-bis-trifluoromethyl-benzyl)-methoxycarbonyl-amino]-6-chloro-2-methyl-3,4-dihydro-2H-quinoline-1-carboxylic acid ethyl ester). Yield: 54.4%. Reaction SMILES: [CH2:1]([O:3][C:4]([N:6]1[C:15]2[C:10](=[CH:11][C:12]([Cl:19])=[CH:13][C:14]=2[N+:16]([O-])=O)[C@H:9]([N:20]([CH2:25][C:26]2[CH:31]=[C:30]([C:32]([F:35])([F:34])[F:33])[CH:29]=[C:28]([C:36]([F:39])([F:38])[F:37])[CH:27]=2)[C:21]([O:23][CH3:24])=[O:22])[CH2:8][C@@H:7]1[CH3:40])=[O:5])[CH3:2]>[Pd].C(O)C>[CH2:1]([O:3][C:4]([N:6]1[C:15]2[C:10](=[CH:11][C:12]([Cl:19])=[CH:13][C:14]=2[NH2:16])[C@H:9]([N:20]([CH2:25][C:26]2[CH:27]=[C:28]([C:36]([F:37])([F:38])[F:39])[CH:29]=[C:30]([C:32]([F:35])([F:33])[F:34])[CH:31]=2)[C:21]([O:23][CH3:24])=[O:22])[CH2:8][C@@H:7]1[CH3:40])=[O:5])[CH3:2]. Procedure: cis-4-[(3,5-Bis-trifluoromethyl-benzyl)-methoxycarbonyl-amino]-6-chloro-2-methyl-8-nitro-3,4-dihydro-2H-quinoline-1-carboxylic acid ethyl ester (Example 107) (0.747 g, 1.25 mmol), ethanol (20 mL), and 10% palladium on carbon (0.40 g) were combined and agitated under 36 psi of H2 on a Parr shaker for 2 h and 15 min. The mixture was then filtered through a bed of Celite®. The Celite® was washed with ethanol, and the filtrate was concentrated in vacuo. Purification by silica gel chromatography usin... Starting materials: COC(=O)COc1ccc(CC(C)=O)cc1, [BH3-]C#N, CO, Cl, [Na+], NCC(O)c1csc(C(F)(F)F)n1. Product: COC(=O)COc1ccc(CC(C)NCC(O)c2csc(C(F)(F)F)n2)cc1. As a reaction SMILES: [C:14](=[O:15])([O:16][CH3:17])[CH2:18][O:19][c:20]1[cH:21][cH:22][c:23]([CH2:26][C:27]([CH3:28])=[O:29])[cH:24][cH:25]1.[C:30]([BH3-:31])#[N:32].[CH3:35][OH:36].[ClH:34].[Na+:33].[OH:1][CH:2]([CH2:3][NH2:4])[c:5]1[n:6][c:7]([C:10]([F:11])([F:12])[F:13])[s:8][cH:9]1>>[OH:1][CH:2]([CH2:3][NH:4][CH:27]([CH2:26][c:23]1[cH:22][cH:21][c:20]([O:19][CH2:18][C:14](=[O:15])[O:16][CH3:17])[cH:25][cH:24]1)[CH3:28])[c:5]1[n:6][c:7]([C:10]([F:11])([F:12])[F:13])[s:8][cH:9]1. The reactants are CC1N2CCC(C1=O)CC2 (2-methyl-1-aza-bicyclo[2.2.2]octan-3-one), C1(=CC=CC=C1)C1=CC=C(C=N1)N (6-phenyl-pyridin-3-ylamine), O.C1(=CC=C(C=C1)S(=O)(=O)O)C (p-toluene sulfonic acid monohydrate). Run in C1(=CC=CC=C1)C (toluene). Yields the product CC\1N2CCC(/C1=N/C=1C=NC(=CC1)C1=CC=CC=C1)CC2 ([2-Methyl-1-aza-bicyclo[2.2.2]oct-(3Z)-ylidene]-(6-phenyl-pyridin-3-yl)-amine). As a reaction SMILES: [CH3:1][CH:2]1[C:7](=O)[CH:6]2[CH2:9][CH2:10][N:3]1[CH2:4][CH2:5]2.[C:11]1([C:17]2[N:22]=[CH:21][C:20]([NH2:23])=[CH:19][CH:18]=2)[CH:16]=[CH:15][CH:14]=[CH:13][CH:12]=1.O.C1(C)C=CC(S(O)(=O)=O)=CC=1>C1(C)C=CC=CC=1>[CH3:1][CH:2]1[N:3]2[CH2:10][CH2:9][CH:6](/[C:7]/1=[N:23]/[C:20]1[CH:21]=[N:22][C:17]([C:11]3[CH:16]=[CH:15][CH:14]=[CH:13][CH:12]=3)=[CH:18][CH:19]=1)[CH2:5][CH2:4]2 |f:2.3|. Reported procedure: A solution of 2-methyl-1-aza-bicyclo[2.2.2]octan-3-one (1.33 g, 9.5 mmol), 6-phenyl-pyridin-3-ylamine (1.25 g, 7.3 mmol) and p-toluene sulfonic acid monohydrate (139 mg, 0.73 mmol) in toluene (40 ml) is heated under reflux for 18 hours using a Dean-Stark apparatus. The toluene is evaporated and the residue is dissolved in ethyl acetate and washed with brine. The organic layer is dried over anhydrous magnesium sulfate, filtered and evaporated to dryness, and the residual oil purified by silica ge...